This data is from the Open Reaction Database (ORD), a public repository of structured organic reaction records. The task is: describe an organic reaction: reactants, conditions, products, and yield The reactants are COc1ccc(CN2Cc3c(Br)cc([N+](=O)[O-])cc3N(c3c(Cl)cccc3Cl)C2=O)cc1, O=C([O-])[O-], CCO, Cc1ccccc1, CCOC(C)=O, OB(O)c1ccccc1Cl, [Na+], [Na+], O, c1ccc(P(c2ccccc2)(c2ccccc2)[Pd](P(c2ccccc2)(c2ccccc2)c2ccccc2)(P(c2ccccc2)(c2ccccc2)c2ccccc2)P(c2ccccc2)(c2ccccc2)c2ccccc2)cc1. Product: COc1ccc(CN2Cc3c(-c4ccccc4Cl)cc([N+](=O)[O-])cc3N(c3c(Cl)cccc3Cl)C2=O)cc1. As a reaction SMILES: [Br:1][c:2]1[c:3]2[c:8]([cH:9][c:10]([N+:12](=[O:13])[O-:14])[cH:11]1)[N:7]([c:15]1[c:16]([Cl:22])[cH:17][cH:18][cH:19][c:20]1[Cl:21])[C:6](=[O:23])[N:5]([CH2:24][c:25]1[cH:26][cH:27][c:28]([O:31][CH3:32])[cH:29][cH:30]1)[CH2:4]2.[C:33](=[O:34])([O-:35])[O-:36].[CH2:50]([OH:51])[CH3:52].[CH3:53][c:54]1[cH:55][cH:56][cH:57][cH:58][cH:59]1.[CH3:60][CH2:61][O:62][C:63](=[O:64])[CH3:65].[Cl:39][c:40]1[c:41]([B:46]([OH:47])[OH:48])[cH:42][cH:43][cH:44][cH:45]1.[Na+:37].[Na+:38].[OH2:49].[cH:66]1[cH:67][cH:68][c:69]([P:70]([Pd:71]([P:72]([c:73]2[cH:74][cH:75][cH:76][cH:77][cH:78]2)([c:79]2[cH:80][cH:81][cH:82][cH:83][cH:84]2)[c:85]2[cH:86][cH:87][cH:88][cH:89][cH:90]2)([P:91]([c:92]2[cH:93][cH:94][cH:95][cH:96][cH:97]2)([c:98]2[cH:99][cH:100][cH:101][cH:102][cH:103]2)[c:104]2[cH:105][cH:106][cH:107][cH:108][cH:109]2)[P:110]([c:111]2[cH:112][cH:113][cH:114][cH:115][cH:116]2)([c:117]2[cH:118][cH:119][cH:120][cH:121][cH:122]2)[c:123]2[cH:124][cH:125][cH:126][cH:127][cH:128]2)([c:129]2[cH:130][cH:131][cH:132][cH:133][cH:134]2)[c:135]2[cH:136][cH:137][cH:138][cH:139][cH:140]2)[cH:141][cH:142]1>>[c:2]1(-[c:41]2[c:40]([Cl:39])[cH:45][cH:44][cH:43][cH:42]2)[c:3]2[c:8]([cH:9][c:10]([N+:12](=[O:13])[O-:14])[cH:11]1)[N:7]([c:15]1[c:16]([Cl:22])[cH:17][cH:18][cH:19][c:20]1[Cl:21])[C:6](=[O:23])[N:5]([CH2:24][c:25]1[cH:26][cH:27][c:28]([O:31][CH3:32])[cH:29][cH:30]1)[CH2:4]2. The reactants are C(C)(C)(C)OC(=O)N1CCC(CC1)=C(C1=CC=C(C=C1)C(N(CC)CC)=O)Br (4-[bromo-(4-diethylcarbamoyl-phenyl)-methylene]-piperidine-1-carboxylic acid tert-butyl ester), C(=O)(O)C=1C=C(C=CC1)B(O)O (3-carboxyphenyl boronic acid), C(=O)([O-])[O-].[Na+].[Na+] (Na2CO3). Reagents/catalysts: [Pd].C1(=CC=CC=C1)P(C1=CC=CC=C1)C1=CC=CC=C1.C1(=CC=CC=C1)P(C1=CC=CC=C1)C1=CC=CC=C1.C1(=CC=CC=C1)P(C1=CC=CC=C1)C1=CC=CC=C1.C1(=CC=CC=C1)P(C1=CC=CC=C1)C1=CC=CC=C1 (tetrakis(triphenyl phosphine) palladium(0)). The solvent is C1(=CC=CC=C1)C (toluene), C(C)O (ethanol). Run at temperature 90 celsius. Yields the product C(C)N(C(C1=CC=C(C=C1)C(C1=CC(=CC=C1)C(=O)O)=C1CCN(CC1)C(=O)OC(C)(C)C)=O)CC (N,N-Diethyl-4-[N-Boc-piperidin-4-ylidene(3-carboxyphenyl)-methyl]-benzamide). The yield is 70.0%. RXN SMILES: [C:1]([O:5][C:6]([N:8]1[CH2:13][CH2:12][C:11](=[C:14](Br)[C:15]2[CH:20]=[CH:19][C:18]([C:21](=[O:27])[N:22]([CH2:25][CH3:26])[CH2:23][CH3:24])=[CH:17][CH:16]=2)[CH2:10][CH2:9]1)=[O:7])([CH3:4])([CH3:3])[CH3:2].[C:29]([C:32]1[CH:33]=[C:34](B(O)O)[CH:35]=[CH:36][CH:37]=1)([OH:31])=[O:30].C([O-])([O-])=O.[Na+].[Na+]>C1(C)C=CC=CC=1.C(O)C.[Pd].C1(P(C2C=CC=CC=2)C2C=CC=CC=2)C=CC=CC=1.C1(P(C2C=CC=CC=2)C2C=CC=CC=2)C=CC=CC=1.C1(P(C2C=CC=CC=2)C2C=CC=CC=2)C=CC=CC=1.C1(P(C2C=CC=CC=2)C2C=CC=CC=2)C=CC=CC=1>[CH2:23]([N:22]([CH2:25][CH3:26])[C:21](=[O:27])[C:18]1[CH:19]=[CH:20][C:15]([C:14](=[C:11]2[CH2:12][CH2:13][N:8]([C:6]([O:5][C:1]([CH3:4])([CH3:3])[CH3:2])=[O:7])[CH2:9][CH2:10]2)[C:36]2[CH:35]=[CH:34][CH:33]=[C:32]([C:29]([OH:31])=[O:30])[CH:37]=2)=[CH:16][CH:17]=1)[CH3:24] |f:2.3.4,7.8.9.10.11|. Procedure details: A mixture of 4-[bromo-(4-diethylcarbamoyl-phenyl)-methylene]-piperidine-1-carboxylic acid tert-butyl ester (1a, 451 mg, 1.0 mmol), 3-carboxyphenyl boronic acid (330 mg, 2.0 mmol), 2M Na2CO3 (3 mL), and tetrakis(triphenyl phosphine) palladium(0) (25 mg) in toluene (degassed, 10 mL) and ethanol (degassed, 10 mL) was refluxed at 90° C. for 4 hrs under N2. The reaction mixture was then quenched with aqueous NH4Cl after cooling down to 0° C., and extracted with ethyl acetate (2×50 mL). The combined o...